describe an organic reaction: reactants, conditions, products, and yield From a dataset of the Open Reaction Database (ORD), a public repository of structured organic reaction records. The reactants are S(=O)(=O)(O)O.NC(C)CC1=CC=CC=C1 (amphetamine sulfate), C[C@@H](CC=1C=CC=CC1)N (d-amphetamine), N[C@@H](CCCCN)C(=O)O.C[C@@H](CC=1C=CC=CC1)N (L-lysine d-amphetamine), C[C@@H](CC=1C=CC=CC1)N (d-amphetamine). Procedure: Male Sprague-Dawley rats were provided water ad libitum, fasted overnight, and dosed by oral gavage with 1.5, 3, 6, 12, and 60 mg/kg of amphetamine sulfate or L-lysine-d-amphetamine containing the equivalent amounts of d-amphetamine. Concentrations of d-amphetamine were measured by ELISA. The solvent is O (water). As a reaction SMILES: [S:1]([OH:5])(O)(=[O:3])=[O:2].[NH2:6][CH:7]([CH2:9][C:10]1[CH:15]=[CH:14][CH:13]=[CH:12][CH:11]=1)[CH3:8].[NH2:16][C@H:17]([C:23](O)=[O:24])[CH2:18][CH2:19][CH2:20][CH2:21][NH2:22].[CH3:26][C@H](N)CC1C=CC=CC=1.[CH3:36][C@H](N)CC1C=CC=CC=1>O>[CH3:8][C@H:7]([NH:6][C:23]([C@@H:17]([NH2:16])[CH2:18][CH2:19][CH2:20][CH2:21][NH2:22])=[O:24])[CH2:9][C:10]1[CH:15]=[CH:14][CH:13]=[CH:12][CH:11]=1.[CH3:26][S:1]([OH:5])(=[O:3])=[O:2].[CH3:36][S:1]([OH:5])(=[O:3])=[O:2] |f:0.1,2.3,6.7.8|. The product is C[C@@H](CC1=CC=CC=C1)NC(=O)[C@H](CCCCN)N.CS(=O)(=O)O.CS(=O)(=O)O (L-Lysine-d-Amphetamine Dimesylate). The reactants are O=C([O-])[O-], CCO, Cc1ccccc1, COc1nc(C)c(I)c(C)c1C#N, [K+], [K+], OB(O)c1ccccc1, c1ccc(P(c2ccccc2)(c2ccccc2)[Pd](P(c2ccccc2)(c2ccccc2)c2ccccc2)(P(c2ccccc2)(c2ccccc2)c2ccccc2)P(c2ccccc2)(c2ccccc2)c2ccccc2)cc1. Product: COc1nc(C)c(-c2ccccc2)c(C)c1C#N. RXN SMILES: [C:23](=[O:24])([O-:25])[O-:26].[CH3:113][CH2:114][OH:115].[CH3:29][c:30]1[cH:31][cH:32][cH:33][cH:34][cH:35]1.[I:1][c:2]1[c:3]([CH3:13])[n:4][c:5]([O:11][CH3:12])[c:6]([C:7]#[N:8])[c:9]1[CH3:10].[K+:27].[K+:28].[c:14]1([B:20]([OH:21])[OH:22])[cH:15][cH:16][cH:17][cH:18][cH:19]1.[cH:36]1[cH:37][cH:38][c:39]([P:40]([Pd:41]([P:42]([c:43]2[cH:44][cH:45][cH:46][cH:47][cH:48]2)([c:49]2[cH:50][cH:51][cH:52][cH:53][cH:54]2)[c:55]2[cH:56][cH:57][cH:58][cH:59][cH:60]2)([P:61]([c:62]2[cH:63][cH:64][cH:65][cH:66][cH:67]2)([c:68]2[cH:69][cH:70][cH:71][cH:72][cH:73]2)[c:74]2[cH:75][cH:76][cH:77][cH:78][cH:79]2)[P:80]([c:81]2[cH:82][cH:83][cH:84][cH:85][cH:86]2)([c:87]2[cH:88][cH:89][cH:90][cH:91][cH:92]2)[c:93]2[cH:94][cH:95][cH:96][cH:97][cH:98]2)([c:99]2[cH:100][cH:101][cH:102][cH:103][cH:104]2)[c:105]2[cH:106][cH:107][cH:108][cH:109][cH:110]2)[cH:111][cH:112]1>>[c:2]1(-[c:14]2[cH:15][cH:16][cH:17][cH:18][cH:19]2)[c:3]([CH3:13])[n:4][c:5]([O:11][CH3:12])[c:6]([C:7]#[N:8])[c:9]1[CH3:10]. RXN SMILES: [Cl:1][C:2]1[CH:7]=[CH:6][C:5]([N:8]2[C:12](=O)[C:11]3[CH2:14][CH2:15][CH2:16][C:10]=3[NH:9]2)=[C:4]([F:17])[CH:3]=1.P(Br)(Br)([Br:20])=O.C(N(CC)C1C=CC=CC=1)C.[OH-].[Na+]>O.CN(C)C=O>[Br:20][C:12]1[N:8]([C:5]2[CH:6]=[CH:7][C:2]([Cl:1])=[CH:3][C:4]=2[F:17])[N:9]=[C:10]2[CH2:16][CH2:15][CH2:14][C:11]=12 |f:3.4|. The reactants are [OH-].[Na+] (sodium hydroxide), ClC1=CC(=C(C=C1)N1NC2=C(C1=O)CCC2)F (2-(4-chloro-2-fluorophenyl)-1,4,5,6-tetrahydrocyclopentapyrazol-3(2H)-one), P(=O)(Br)(Br)Br (phosphorous oxybromide), C(C)N(C1=CC=CC=C1)CC (N,N-diethylaniline). Procedure: A mixture of 6.3 parts of 2-(4-chloro-2-fluorophenyl)-1,4,5,6-tetrahydrocyclopentapyrazol-3(2H)-one, 7.9 parts of phosphorous oxybromide, 3.7 parts of N,N-diethylaniline and 10 parts of N,N-dimethylformamide was refluxed 24 hours and poured into 100 parts of water. After neutralizing with 50% aqueous sodium hydroxide solution, the mixture was extracted twice with 100 parts of diethyl ether. The ether extract was dried over anhydrous magnesium sulfate and the solvent was removed under a reduced p... Yields the product BrC=1N(N=C2C1CCC2)C2=C(C=C(C=C2)Cl)F (3-bromo-2-(4-chloro-2-fluorophenyl)-2,4,5,6-tetrahydrocyclopentapyrazole). The solvent is CN(C=O)C (N,N-dimethylformamide), O (water). Reactants: C([O-])([O-])=O.[K+].[K+] (Potassium carbonate), NC1=C(C(=NC=N1)N[C@@H](C)C1=NN2C(C(N1C1=CC=CC=C1)=O)=C(C=C2)C)I ((S)-2-(1-((6-Amino-5-iodopyrimidin-4-yl)amino)ethyl)-5-methyl-3-phenylpyrrolo[2,1-f][1,2,4]triazin-4(3H)-one), CC1=C(C=CC(=C1F)OC)S (methyl 3-fluoro-4-methoxybenzenethiol). Reagents/catalysts: [Cu]I (copper(I) iodide). Run in C(C)(=O)OCC (ethyl acetate), CN(C=O)C (dimethylformamide). Reaction conditions: temperature 70 celsius. The product is NC1=C(C(=NC=N1)N[C@@H](C)C1=NN2C(C(N1C1=CC=CC=C1)=O)=C(C=C2)C)SC2=CC(=C(C=C2)OC)F ((S)-2-(1-((6-Amino-5-((3-fluoro-4-methoxyphenyl)thio)pyrimidin-4-yl)amino)ethyl)-5-methyl-3-phenylpyrrolo[2,1-f][1,2,4]triazin-4(3H)-one). Reaction SMILES: [NH2:1][C:2]1[N:7]=[CH:6][N:5]=[C:4]([NH:8][C@H:9]([C:11]2[N:16]([C:17]3[CH:22]=[CH:21][CH:20]=[CH:19][CH:18]=3)[C:15](=[O:23])[C:14]3=[C:24]([CH3:27])[CH:25]=[CH:26][N:13]3[N:12]=2)[CH3:10])[C:3]=1I.C[C:30]1[C:35]([F:36])=[C:34]([O:37][CH3:38])[CH:33]=[CH:32][C:31]=1[SH:39].C(=O)([O-])[O-].[K+].[K+]>CN(C)C=O.C(OCC)(=O)C.[Cu]I>[NH2:1][C:2]1[N:7]=[CH:6][N:5]=[C:4]([NH:8][C@H:9]([C:11]2[N:16]([C:17]3[CH:22]=[CH:21][CH:20]=[CH:19][CH:18]=3)[C:15](=[O:23])[C:14]3=[C:24]([CH3:27])[CH:25]=[CH:26][N:13]3[N:12]=2)[CH3:10])[C:3]=1[S:39][C:31]1[CH:32]=[CH:33][C:34]([O:37][CH3:38])=[C:35]([F:36])[CH:30]=1 |f:2.3.4|. Reported procedure: (S)-2-(1-((6-Amino-5-iodopyrimidin-4-yl)amino)ethyl)-5-methyl-3-phenylpyrrolo[2,1-f][1,2,4]triazin-4(3H)-one (220 mg, 0.45 mmol) and methyl 3-fluoro-4-methoxybenzenethiol (107 mg, 0.68 mmol) were dissolved in 10 mL dimethylformamide in a microwave vessel. Potassium carbonate (94 mg, 0.68 mmol) and copper(I) iodide (129 mg, 0.68 mmol) were added and the mixture was heated overnight at 70° C. The reaction mixture was cooled at room temperature and diluted with ethyl acetate. The organic phase was ... Reactants: ClC1=CC=C(C=C1)B(O)O (4-chlorophenyl boronic acid), C(C)OC(=O)C=1N(C2=CC=C(C=C2C1Cl)Br)C1=CC=C(C=C1)OC(C)C (5-bromo-3-chloro-1-(4-isopropoxyphenyl)-1H-indole-2-carboxylic acid ethyl ester), C1(=C(C=CC=C1)P(C(C)(C)C)C(C)(C)C)C1=CC=CC=C1 (biphenyl-2-yldi-tert-butylphosphine), C(C)OC(=O)C=1N(C2=CC=C(C=C2C1Cl)Br)C1=CC=C(C=C1)OC(C)C (5-bromo-3-chloro-1-(4-isopropoxyphenyl)-1H-indole-2-carboxylic acid ethyl ester), [O-]P(=O)([O-])[O-].[K+].[K+].[K+] (K3PO4). Reagents/catalysts: CC(=O)[O-].CC(=O)[O-].[Pd+2] (Pd(OAc)2). The solvent is C1(=CC=CC=C1)C (toluene). Product: C(C)OC(=O)C=1N(C2=CC=C(C=C2C1)C1=CC=C(C=C1)Cl)C1=CC=C(C=C1)OC(C)C (5-(4-Chlorophenyl)-1-(4-isopropoxyphenyl)-1H-indole-2-carboxylic acid ethyl ester). The yield is 34.6%. As a reaction SMILES: [CH2:1]([O:3][C:4]([C:6]1[N:7]([C:17]2[CH:22]=[CH:21][C:20]([O:23][CH:24]([CH3:26])[CH3:25])=[CH:19][CH:18]=2)[C:8]2[C:13]([C:14]=1Cl)=[CH:12][C:11](Br)=[CH:10][CH:9]=2)=[O:5])[CH3:2].[O-]P([O-])([O-])=O.[K+].[K+].[K+].C1(C2C=CC=CC=2)C=CC=CC=1P(C(C)(C)C)C(C)(C)C.[Cl:56][C:57]1[CH:62]=[CH:61][C:60](B(O)O)=[CH:59][CH:58]=1>C1(C)C=CC=CC=1.CC([O-])=O.CC([O-])=O.[Pd+2]>[CH2:1]([O:3][C:4]([C:6]1[N:7]([C:17]2[CH:22]=[CH:21][C:20]([O:23][CH:24]([CH3:26])[CH3:25])=[CH:19][CH:18]=2)[C:8]2[C:13]([CH:14]=1)=[CH:12][C:11]([C:60]1[CH:61]=[CH:62][C:57]([Cl:56])=[CH:58][CH:59]=1)=[CH:10][CH:9]=2)=[O:5])[CH3:2] |f:1.2.3.4,8.9.10|. Procedure details: A mixture of 5-bromo-3-chloro-1-(4-isopropoxyphenyl)-1H-indole-2-carboxylic acid ethyl ester (see Example 35(b) 402 mg, 1.0 mmol), K3PO4 (716 mg, 3.37 mmol), Pd(OAc)2 (22 mg, 0.1 mmol) and biphenyl-2-yldi-tert-butylphosphine (53 mg, 0.18 mmol) in toluene (10 mL) was stirred at ambient temperature for 10 min after which 4-chlorophenyl boronic acid (233 mg, 1.49 mmol) was added. The reaction was heated at reflux for 5 h, cooled to room temperature and filtered. The filter cake was washed with tolu... Reactants: CCOCCN(CC)c1ccc(-c2ccc3c(c2)C=C(C(=O)OC)CCN3C=O)cc1, C1CCOC1, CO, [Na+], [OH-]. RXN SMILES: [CH2:1]([CH3:2])[O:3][CH2:4][CH2:5][N:6]([CH2:7][CH3:8])[c:9]1[cH:10][cH:11][c:12](-[c:15]2[cH:16][cH:17][c:18]3[c:19]([cH:31]2)[CH:20]=[C:21]([C:27](=[O:28])[O:29][CH3:30])[CH2:22][CH2:23][N:24]3[CH:25]=[O:26])[cH:13][cH:14]1.[CH2:36]1[O:37][CH2:38][CH2:39][CH2:40]1.[CH3:34][OH:35].[Na+:33].[OH-:32]>>[CH2:1]([CH3:2])[O:3][CH2:4][CH2:5][N:6]([CH2:7][CH3:8])[c:9]1[cH:10][cH:11][c:12](-[c:15]2[cH:16][cH:17][c:18]3[c:19]([cH:31]2)[CH:20]=[C:21]([C:27](=[O:28])[OH:29])[CH2:22][CH2:23][N:24]3[CH:25]=[O:26])[cH:13][cH:14]1. Product: CCOCCN(CC)c1ccc(-c2ccc3c(c2)C=C(C(=O)O)CCN3C=O)cc1.